Dataset: the Open Reaction Database (ORD), a public repository of structured organic reaction records. Task: describe an organic reaction: reactants, conditions, products, and yield The reactants are C(CCCCC)C1(OCCO1)C (2-Hexyl-2-methyl-1,3-dioxolane), P(O)(O)(O)=O (phosphoric acid). The reagents and catalysts are [Pd] (palladium). Product: CC(CCCCCC)OCCO (2-(1-Methylheptyloxy)ethanol). Yield: 100.2%. RXN SMILES: [CH2:1]([C:7]1([CH3:12])[O:11][CH2:10][CH2:9][O:8]1)[CH2:2][CH2:3][CH2:4][CH2:5][CH3:6].P(=O)(O)(O)O>[Pd]>[CH3:12][CH:7]([O:8][CH2:9][CH2:10][OH:11])[CH2:1][CH2:2][CH2:3][CH2:4][CH2:5][CH3:6]. Procedure details: 2-Hexyl-2-methyl-1,3-dioxolane (30 g, 0.17 mol), the palladium catalyst (2) (2.2 g) and phosphoric acid (110 mg) were charged in a 70-mL autoclave, followed by a reaction under a hydrogen pressure of 10 MPa at 150° C. for 5 hours. After completion of the reaction, the catalyst was removed by filtration to obtain a crude product (29.7 g).